From a dataset of the Open Reaction Database (ORD), a public repository of structured organic reaction records. describe an organic reaction: reactants, conditions, products, and yield The reactants are OC=1C=C(C=CC1)C=1OC=2C(=NC=CC2)N1 (2-(3-hydroxyphenyl)oxazolo[4,5-b]pyridine), Cl.CN(C)CCCl (N,N-dimethyl-2-chloroethylamine hydrochloride), resultant mixture, CN(C=O)C (dimethylformamide), C[O-].[Na+] (sodium methoxide). Solvent: CCOCC (ether). The product is CN(CCOC=1C=C(C=CC1)C=1OC=2C(=NC=CC2)N1)C (2-[3-(2-dimethylaminoethoxy)phenyl]oxazolo[4,5-b]pyridine). As a reaction SMILES: [OH:1][C:2]1[CH:3]=[C:4]([C:8]2[O:9][C:10]3[C:11]([N:16]=2)=[N:12][CH:13]=[CH:14][CH:15]=3)[CH:5]=[CH:6][CH:7]=1.CN(C)C=O.C[O-].[Na+].Cl.[CH3:26][N:27]([CH2:29][CH2:30]Cl)[CH3:28]>CCOCC>[CH3:26][N:27]([CH3:28])[CH2:29][CH2:30][O:1][C:2]1[CH:3]=[C:4]([C:8]2[O:9][C:10]3[C:11]([N:16]=2)=[N:12][CH:13]=[CH:14][CH:15]=3)[CH:5]=[CH:6][CH:7]=1 |f:2.3,4.5|. Reported procedure: To a solution of 1.1 g. (0.005 mole) of 2-(3-hydroxyphenyl)oxazolo[4,5-b]pyridine in 15 ml. dried dimethylformamide is added 0.6 g. (0.011 mole) of sodium methoxide in portions over about 10 min. To the reddish-orange solution cooled in an ice-bath is added 0.72 g. (0.005 mole) of N,N-dimethyl-2-chloroethylamine hydrochloride in portions over 15 minutes. The resultant mixture is then stirred 10 minutes, set in an oil-bath at 75° C., and kept at 75-90° C. (bath) for 20 hours. After cooling to roo... Reactants: CCO, CCOC(=O)c1nc2ccc(F)c(F)c2c(=O)[nH]1, NCc1cccc(OCCOc2ncn(C(c3ccccc3)(c3ccccc3)c3ccccc3)n2)c1. Product: O=C(NCc1cccc(OCCOc2ncn(C(c3ccccc3)(c3ccccc3)c3ccccc3)n2)c1)c1nc2ccc(F)c(F)c2c(=O)[nH]1. RXN SMILES: [CH3:55][CH2:56][OH:57].[F:37][c:38]1[c:39]2[c:40](=[O:54])[nH:41][c:42]([C:49](=[O:50])[O:51][CH2:52][CH3:53])[n:43][c:44]2[cH:45][cH:46][c:47]1[F:48].[c:1]1([C:7]([n:8]2[n:9][c:10]([O:13][CH2:14][CH2:15][O:16][c:17]3[cH:18][c:19]([CH2:23][NH2:24])[cH:20][cH:21][cH:22]3)[n:11][cH:12]2)([c:25]2[cH:26][cH:27][cH:28][cH:29][cH:30]2)[c:31]2[cH:32][cH:33][cH:34][cH:35][cH:36]2)[cH:2][cH:3][cH:4][cH:5][cH:6]1>>[c:1]1([C:7]([n:8]2[n:9][c:10]([O:13][CH2:14][CH2:15][O:16][c:17]3[cH:18][c:19]([CH2:23][NH:24][C:49]([c:42]4[nH:41][c:40](=[O:54])[c:39]5[c:38]([F:37])[c:47]([F:48])[cH:46][cH:45][c:44]5[n:43]4)=[O:50])[cH:20][cH:21][cH:22]3)[n:11][cH:12]2)([c:25]2[cH:26][cH:27][cH:28][cH:29][cH:30]2)[c:31]2[cH:32][cH:33][cH:34][cH:35][cH:36]2)[cH:2][cH:3][cH:4][cH:5][cH:6]1. The reactants are O=C([O-])[O-], CC(C)(C)P(C(C)(C)C)C(C)(C)C, CO, [Cs+], [Cs+], CC(NC(=O)C1(NC(=O)C(F)(F)F)CC1)c1ccc(B(O)O)cc1F, O=S(=O)(Oc1cccc(Cl)c1OS(=O)(=O)C(F)(F)F)C(F)(F)F, O=C(C=Cc1ccccc1)C=Cc1ccccc1, C1COCCO1, O=C(C=Cc1ccccc1)C=Cc1ccccc1, O=C(C=Cc1ccccc1)C=Cc1ccccc1, [Pd], [Pd]. Product: CC(NC(=O)C1(NC(=O)C(F)(F)F)CC1)c1ccc(-c2cccc(OS(=O)(=O)C(F)(F)F)c2OS(=O)(=O)C(F)(F)F)cc1F. Reaction SMILES: [C:26](=[O:27])([O-:28])[O-:29].[C:55]([P:56]([C:57]([CH3:58])([CH3:59])[CH3:60])[C:61]([CH3:62])([CH3:63])[CH3:64])([CH3:65])([CH3:66])[CH3:67].[CH3:74][OH:75].[Cs+:30].[Cs+:31].[F:1][c:2]1[cH:3][c:4]([B:23]([OH:24])[OH:25])[cH:5][cH:6][c:7]1[CH:8]([CH3:9])[NH:10][C:11](=[O:12])[C:13]1([NH:16][C:17]([C:18]([F:19])([F:20])[F:21])=[O:22])[CH2:14][CH2:15]1.[F:32][C:33]([S:34](=[O:35])(=[O:36])[O:37][c:38]1[c:39]([Cl:52])[cH:40][cH:41][cH:42][c:43]1[O:44][S:45](=[O:46])(=[O:47])[C:48]([F:49])([F:50])[F:51])([F:53])[F:54].[O:114]=[C:115]([CH:116]=[CH:117][c:118]1[cH:119][cH:120][cH:121][cH:122][cH:123]1)[CH:124]=[CH:125][c:126]1[cH:127][cH:128][cH:129][cH:130][cH:131]1.[O:68]1[CH2:69][CH2:70][O:71][CH2:72][CH2:73]1.[O:78]=[C:79]([CH:80]=[CH:81][c:82]1[cH:83][cH:84][cH:85][cH:86][cH:87]1)[CH:88]=[CH:89][c:90]1[cH:91][cH:92][cH:93][cH:94][cH:95]1.[O:96]=[C:97]([CH:98]=[CH:99][c:100]1[cH:101][cH:102][cH:103][cH:104][cH:105]1)[CH:106]=[CH:107][c:108]1[cH:109][cH:110][cH:111][cH:112][cH:113]1.[Pd:76].[Pd:77]>>[F:1][c:2]1[cH:3][c:4](-[c:39]2[c:38]([O:37][S:34]([C:33]([F:32])([F:53])[F:54])(=[O:35])=[O:36])[c:43]([O:44][S:45](=[O:46])(=[O:47])[C:48]([F:49])([F:50])[F:51])[cH:42][cH:41][cH:40]2)[cH:5][cH:6][c:7]1[CH:8]([CH3:9])[NH:10][C:11](=[O:12])[C:13]1([NH:16][C:17]([C:18]([F:19])([F:20])[F:21])=[O:22])[CH2:14][CH2:15]1. The product is CC(O)(C(=O)Nc1ccc(S(=O)(=O)CC(=O)O)cc1Cl)C(F)(F)F. Reaction SMILES: [CH3:29][OH:30].[Cl:3][c:4]1[c:5]([NH:18][C:19]([C:20]([C:21]([F:22])([F:23])[F:24])([CH3:25])[OH:26])=[O:27])[cH:6][cH:7][c:8]([S:10](=[O:11])(=[O:12])[CH2:13][C:14](=[O:15])[O:16][CH3:17])[cH:9]1.[ClH:28].[Na+:2].[OH-:1]>>[Cl:3][c:4]1[c:5]([NH:18][C:19]([C:20]([C:21]([F:22])([F:23])[F:24])([CH3:25])[OH:26])=[O:27])[cH:6][cH:7][c:8]([S:10](=[O:11])(=[O:12])[CH2:13][C:14](=[O:15])[OH:16])[cH:9]1. The reactants are CO, COC(=O)CS(=O)(=O)c1ccc(NC(=O)C(C)(O)C(F)(F)F)c(Cl)c1, Cl, [Na+], [OH-]. Reactants: BrC=1C=C2CCN(C2=CC1)C1=C(C=C(C=C1)C)[N+](=O)[O-] (4-(5-bromo-1-indolinyl)-3-nitrotoluene), ClCCl (dichloromethane). The reagents and catalysts are [Pt] (platinum-on-carbon). The solvent is C(C)O (ethanol). Conditions: time 3.5 hour. The product is Cl.NC1=C(C=CC(=C1)C)N1CCC2=CC(=CC=C12)Br (1-(2-Amino-4-methylphenyl)-5-bromoindoline hydrochloride). Isolated yield 39.0%. As a reaction SMILES: [Br:1][C:2]1[CH:3]=[C:4]2[C:8](=[CH:9][CH:10]=1)[N:7]([C:11]1[CH:16]=[CH:15][C:14]([CH3:17])=[CH:13][C:12]=1[N+:18]([O-])=O)[CH2:6][CH2:5]2.[Cl:21]CCl>C(O)C.[Pt]>[ClH:21].[NH2:18][C:12]1[CH:13]=[C:14]([CH3:17])[CH:15]=[CH:16][C:11]=1[N:7]1[C:8]2[C:4](=[CH:3][C:2]([Br:1])=[CH:10][CH:9]=2)[CH2:5][CH2:6]1 |f:4.5|. Procedure details: To a warm solution of 4-(5-bromo-1-indolinyl)-3-nitrotoluene (10 g, 0.03 mole) in dichloromethane (40 ml) and ethanol (160 ml) was added 1% platinum-on-carbon (2.0 gm). The mixture was shaken under hydrogen (57 psi) for 3.5 hours. The mixture was filtered and concentrated. The residue was dried under vacuum at 55° C. Purification was accomplished by flash chromatography over silica gel (100 g), eluted with a mixture of hexane:dichloromethane (3:1, 2 1 and 1:1, 1 1). The fractions containing pure...